From a dataset of the Open Reaction Database (ORD), a public repository of structured organic reaction records. describe an organic reaction: reactants, conditions, products, and yield The reactants are COC([C@H](CCCCNC(=O)OC(C)(C)C)NC(CNC(=O)C1=CC2=C(N(C(=N2)NC=2SC3=C(N2)C=CC(=C3)C(F)(F)F)C)C=C1)=O)=O ((S)-6-tert-butoxycarbonylamino-2-(2-{[1-methyl-2-(6-trifluoromethyl-benzothiazol-2-ylamino)-1H-benzoimidazole-5-carbonyl]-amino}-acetylamino)-hexanoic acid methyl ester), [OH-].[Na+] (NaOH). Run in CO.C1CCOC1 (MeOH THF). Product: C(C)(C)(C)OC(=O)NCCCC[C@@H](C(=O)O)NC(CNC(=O)C1=CC2=C(N(C(=N2)NC=2SC3=C(N2)C=CC(=C3)C(F)(F)F)C)C=C1)=O ((S)-6-tert-Butoxycarbonylamino-2-(2-{[1-methyl-2-(6-trifluoromethyl-benzothiazol-2-ylamino)-1H-benzoimidazole-5-carbonyl]-amino}-acetylamino)-hexanoic acid). Isolated yield 88.5%. As a reaction SMILES: C[O:2][C:3](=[O:48])[C@@H:4]([NH:17][C:18](=[O:47])[CH2:19][NH:20][C:21]([C:23]1[CH:46]=[CH:45][C:26]2[N:27]([CH3:44])[C:28]([NH:30][C:31]3[S:32][C:33]4[CH:39]=[C:38]([C:40]([F:43])([F:42])[F:41])[CH:37]=[CH:36][C:34]=4[N:35]=3)=[N:29][C:25]=2[CH:24]=1)=[O:22])[CH2:5][CH2:6][CH2:7][CH2:8][NH:9][C:10]([O:12][C:13]([CH3:16])([CH3:15])[CH3:14])=[O:11].[OH-].[Na+]>CO.C1COCC1>[C:13]([O:12][C:10]([NH:9][CH2:8][CH2:7][CH2:6][CH2:5][C@H:4]([NH:17][C:18](=[O:47])[CH2:19][NH:20][C:21]([C:23]1[CH:46]=[CH:45][C:26]2[N:27]([CH3:44])[C:28]([NH:30][C:31]3[S:32][C:33]4[CH:39]=[C:38]([C:40]([F:42])([F:41])[F:43])[CH:37]=[CH:36][C:34]=4[N:35]=3)=[N:29][C:25]=2[CH:24]=1)=[O:22])[C:3]([OH:48])=[O:2])=[O:11])([CH3:16])([CH3:14])[CH3:15] |f:1.2,3.4|. Procedure: (S)-6-tert-Butoxycarbonylamino-2-(2-{[1-methyl-2-(6-trifluoromethyl-benzothiazol-2-ylamino)-1H-benzoimidazole-5-carbonyl]-amino}-acetylamino)-hexanoic acid (260 mg) was prepared by following General Procedure E starting from (S)-6-tert-butoxycarbonylamino-2-(2-{[1-methyl-2-(6-trifluoromethyl-benzothiazol-2-ylamino)-1H-benzoimidazole-5-carbonyl]-amino}-acetylamino)-hexanoic acid methyl ester (300 mg) and 2 N NaOH (2 mL) in MeOH:THF (1:1, 2 mL). The reactants are CC=1N=C(N=NC1)C1=CC=2N(C=C1)C=CN2 (7-(5-Methyl-[1,2,4]triazin-3-yl)-imidazo[1,2-a]pyridine), INC(CCC(=O)N)=O (N-iodosuccinamide), C(C)OCC (diethyl ether). Run in CN(C=O)C (dimethylformamide). Yields the product IC1=CN=C2N1C=CC(=C2)C=2N=NC=C(N2)C (3-Iodo-7-(5-methyl-[1,2,4]triazin-3-yl)-imidazo[1,2-a]pyridine). The yield is 39.6%. Reaction SMILES: [CH3:1][C:2]1[N:3]=[C:4]([C:8]2[CH:13]=[CH:12][N:11]3[CH:14]=[CH:15][N:16]=[C:10]3[CH:9]=2)[N:5]=[N:6][CH:7]=1.[I:17]NC(=O)CCC(N)=O.C(OCC)C>CN(C)C=O>[I:17][C:14]1[N:11]2[CH:12]=[CH:13][C:8]([C:4]3[N:5]=[N:6][CH:7]=[C:2]([CH3:1])[N:3]=3)=[CH:9][C:10]2=[N:16][CH:15]=1. Reported procedure: 7-(5-Methyl-[1,2,4]triazin-3-yl)-imidazo[1,2-a]pyridine (200 mg, 0.9 mmol, 1 equiv) and N-iodosuccinamide (300 mg, 1.3 mmol, 1.4 equiv) in dimethylformamide (5 ml) was stirred at room temperature. After 3 hours diethyl ether was added and the resultant solid was isolated by vacuum filtration furnishing 120 mg of a yellow solid. MS: [M+H]+338